This data is from the Open Reaction Database (ORD), a public repository of structured organic reaction records. The task is: describe an organic reaction: reactants, conditions, products, and yield Reactants: CCN(Cc1ccc(C(C)(C)C)cc1)C(=O)COc1ccc(CCOc2ccccc2C(=O)OC)cc1, C1CCOC1, [Li+], [OH-]. The product is CCN(Cc1ccc(C(C)(C)C)cc1)C(=O)COc1ccc(CCOc2ccccc2C(=O)O)cc1. RXN SMILES: [C:1]([CH3:2])([CH3:3])([CH3:4])[c:5]1[cH:6][cH:7][c:8]([CH2:9][N:10]([C:11]([CH2:12][O:13][c:14]2[cH:15][cH:16][c:17]([CH2:20][CH2:21][O:22][c:23]3[c:24]([C:25](=[O:26])[O:27][CH3:28])[cH:29][cH:30][cH:31][cH:32]3)[cH:18][cH:19]2)=[O:33])[CH2:34][CH3:35])[cH:36][cH:37]1.[CH2:40]1[O:41][CH2:42][CH2:43][CH2:44]1.[Li+:38].[OH-:39]>>[C:1]([CH3:2])([CH3:3])([CH3:4])[c:5]1[cH:6][cH:7][c:8]([CH2:9][N:10]([C:11]([CH2:12][O:13][c:14]2[cH:15][cH:16][c:17]([CH2:20][CH2:21][O:22][c:23]3[c:24]([C:25](=[O:26])[OH:27])[cH:29][cH:30][cH:31][cH:32]3)[cH:18][cH:19]2)=[O:33])[CH2:34][CH3:35])[cH:36][cH:37]1. Starting materials: N1=NC(=CC=C1)CNCCN (N-(3-pyridazinylmethyl)ethylenediamine), CN=C=O (methyl isocyanate). The product is CNC(=O)NCCNCC=1N=NC=CC1 (N-Methyl-N'-[2-(3-pyridazinylmethylamino)ethyl]urea). As a reaction SMILES: [N:1]1[CH:6]=[CH:5][CH:4]=[C:3]([CH2:7][NH:8][CH2:9][CH2:10][NH2:11])[N:2]=1.[CH3:12][N:13]=[C:14]=[O:15]>>[CH3:12][NH:13][C:14]([NH:11][CH2:10][CH2:9][NH:8][CH2:7][C:3]1[N:2]=[N:1][CH:6]=[CH:5][CH:4]=1)=[O:15]. Procedure details: Reacting N-(3-pyridazinylmethyl)ethylenediamine with methyl isocyanate by the procedure of Example 24, then concentrating and separating the residue by column chromatography gives the title compound. The reactants are [BH4-], CC(C)(C)OC(=O)N1CCN(CCn2ncc3cc(Oc4ccc(F)cc4C#N)ccc32)CC1, CCO, [Na+], c1ccc(-c2ccccn2)nc1. Product: CC(C)(C)OC(=O)N1CCN(CCn2ncc3cc(Oc4ccc(F)cc4CN)ccc32)CC1. RXN SMILES: [BH4-:47].[C:1]([CH3:2])([CH3:3])([CH3:4])[O:5][C:6](=[O:7])[N:8]1[CH2:9][CH2:10][N:11]([CH2:14][CH2:15][n:16]2[n:17][cH:18][c:19]3[cH:20][c:21]([O:25][c:26]4[c:27]([C:33]#[N:34])[cH:28][c:29]([F:32])[cH:30][cH:31]4)[cH:22][cH:23][c:24]23)[CH2:12][CH2:13]1.[CH3:49][CH2:50][OH:51].[Na+:48].[n:35]1[cH:36][cH:37][cH:38][cH:39][c:40]1-[c:41]1[cH:42][cH:43][cH:44][cH:45][n:46]1>>[C:1]([CH3:2])([CH3:3])([CH3:4])[O:5][C:6](=[O:7])[N:8]1[CH2:9][CH2:10][N:11]([CH2:14][CH2:15][n:16]2[n:17][cH:18][c:19]3[cH:20][c:21]([O:25][c:26]4[c:27]([CH2:33][NH2:34])[cH:28][c:29]([F:32])[cH:30][cH:31]4)[cH:22][cH:23][c:24]23)[CH2:12][CH2:13]1. Starting materials: BrC=1C=C(CN2CCNCC2)C=CC1Br (1-(3,4-dibromo-benzyl)-piperazine), FC=1C=C(C=CC1)N=C=O (3-fluorophenyl isocyanate). Run in C(Cl)Cl (DCM). Reaction conditions: time 16 hour. The product is FC=1C=C(C=CC1)NC(=O)N1CCN(CC1)CC1=CC(=C(C=C1)Br)Br (4-(3,4-Dibromo-benzyl)-piperazine-1-carboxylic acid (3-fluoro-phenyl)-amide). Reaction SMILES: [Br:1][C:2]1[CH:3]=[C:4]([CH:12]=[CH:13][C:14]=1[Br:15])[CH2:5][N:6]1[CH2:11][CH2:10][NH:9][CH2:8][CH2:7]1.[F:16][C:17]1[CH:18]=[C:19]([N:23]=[C:24]=[O:25])[CH:20]=[CH:21][CH:22]=1>C(Cl)Cl>[F:16][C:17]1[CH:18]=[C:19]([NH:23][C:24]([N:9]2[CH2:10][CH2:11][N:6]([CH2:5][C:4]3[CH:12]=[CH:13][C:14]([Br:15])=[C:2]([Br:1])[CH:3]=3)[CH2:7][CH2:8]2)=[O:25])[CH:20]=[CH:21][CH:22]=1. Procedure: A solution of 1-(3,4-dibromo-benzyl)-piperazine (167 mg) in DCM (2 mL) was treated with 3-fluorophenyl isocyanate (0.07 mL). After 16 h, the resulting mixture was chromatographed, giving the title compound as a white foam (188 mg). 1H NMR (400 MHz, CDCl3): 7.61 (d, J=2.0 Hz, 1H), 7.56 (d, J=8.1 Hz, 1H), 7.31-7.12 (m, 3H), 7.01-6.97 (m, 1H), 6.75-6.99 (m, 1H), 6.47 (br m, 1H), 3.51-3.47 (m, 4H), 3.45 (s, 2H), 2.48-2.43 (m, 4H). Reactants: C(C1=CC=CC=C1)N1C(=NC2=C(C1=O)C1=C(S2)C(CCC1)=O)C1=CC(=C(C(=C1)OC)OC)OC (3-Benzyl-2-(3,4,5-trimethoxyphenyl)-6,7-dihydro-3H,5H-benzo[4,5]thieno[2,3-d]pyrimidine-4,8-dione), C[N+](=CCl)C.[Cl-] (Vilsmeier reagent), CC(=O)[O-].[Na+] (NaOAc), O=P(Cl)(Cl)Cl (POCl3). Solvent: ClCCCl (1,2-dichloroethane), ClCCl (dichloromethane), CN(C)C=O (DMF). Run at time 3 hour. Yields the product C(C1=CC=CC=C1)N1C(=NC2=C(C1=O)C1=C(S2)C(=C(CC1)C=O)Cl)C1=CC(=C(C(=C1)OC)OC)OC (3-Benzyl-8-chloro-4-oxo-2-(3,4,5-trimethoxyphenyl)-3,4,5,6-tetrahydro-benzo[4,5]thieno[2,3-d]pyrimidine-7-carbaldehyde). RXN SMILES: O=P(Cl)(Cl)Cl.[CH2:6]([N:13]1[C:18](=[O:19])[C:17]2[C:20]3[CH2:26][CH2:25][CH2:24][C:23](=[O:27])[C:21]=3[S:22][C:16]=2[N:15]=[C:14]1[C:28]1[CH:33]=[C:32]([O:34][CH3:35])[C:31]([O:36][CH3:37])=[C:30]([O:38][CH3:39])[CH:29]=1)[C:7]1[CH:12]=[CH:11][CH:10]=[CH:9][CH:8]=1.C[N+](C)=[CH:42][Cl:43].[Cl-].CC([O-])=O.[Na+]>ClCCCl.ClCCl.CN(C=O)C>[CH2:6]([N:13]1[C:18](=[O:19])[C:17]2[C:20]3[CH2:26][CH2:25][C:24]([CH:23]=[O:27])=[C:42]([Cl:43])[C:21]=3[S:22][C:16]=2[N:15]=[C:14]1[C:28]1[CH:33]=[C:32]([O:34][CH3:35])[C:31]([O:36][CH3:37])=[C:30]([O:38][CH3:39])[CH:29]=1)[C:7]1[CH:8]=[CH:9][CH:10]=[CH:11][CH:12]=1 |f:2.3,4.5|. Procedure: POCl3 (3.5 ml) was added slowly to a cold, dry DMF (2.3 ml). 3-Benzyl-2-(3,4,5-trimethoxyphenyl)-6,7-dihydro-3H,5H-benzo[4,5]thieno[2,3-d]pyrimidine-4,8-dione (compound No. 2) (0.5 g, 1.1 mmol) in 1,2-dichloroethane was added slowly to the Vilsmeier reagent and stirred at room temperature for three hours after which the reaction mixture was refluxed for 15 minutes. After stirring overnight at room temperature the reaction mixture was diluted with dichloromethane and neutralized with NaOAc-soluti...